From a dataset of the Open Reaction Database (ORD), a public repository of structured organic reaction records. describe an organic reaction: reactants, conditions, products, and yield Reactants: C(CCC)N=C=O (n-Butylisocyanate), COC=1C=C2C(=NC=NC2=CC1OC)N1CCC(CC1)CN (6,7-dimethoxy-4-[4-(aminomethyl)piperidino]- quinazoline), Cl (hydrochloric acid). The solvent is C(Cl)(Cl)Cl (chloroform). Reaction conditions: time 3 hour. Product: COC=1C=C2C(=NC=NC2=CC1OC)N1CCC(CC1)CNC(=O)NCCCC (6,7-dimethoxy-4-[4-(3-n-butylureidomethyl) piperidino]quinazoline). Isolated yield 49.7%. Reaction SMILES: [CH2:1]([N:5]=[C:6]=[O:7])[CH2:2][CH2:3][CH3:4].[CH3:8][O:9][C:10]1[CH:11]=[C:12]2[C:17](=[CH:18][C:19]=1[O:20][CH3:21])[N:16]=[CH:15][N:14]=[C:13]2[N:22]1[CH2:27][CH2:26][CH:25]([CH2:28][NH2:29])[CH2:24][CH2:23]1.Cl>C(Cl)(Cl)Cl>[CH3:8][O:9][C:10]1[CH:11]=[C:12]2[C:17](=[CH:18][C:19]=1[O:20][CH3:21])[N:16]=[CH:15][N:14]=[C:13]2[N:22]1[CH2:27][CH2:26][CH:25]([CH2:28][NH:29][C:6]([NH:5][CH2:1][CH2:2][CH2:3][CH3:4])=[O:7])[CH2:24][CH2:23]1. Procedure: n-Butylisocyanate (1.8 g.) was added to a stirred solution of 6,7-dimethoxy-4-[4-(aminomethyl)piperidino]- quinazoline (5 g.) in dry chloroform (100 ml.). The mixture was then stirred at room temperature for 3 hours, then left standing for 72 hours. An equal volume of 1 N hydrochloric acid was added, the organic phase separated, and the aqueous phase basified to pH 10 with aqueous potassium carbonate solution. The mixture was extracted with chloroform (2×100 ml.), the extracts combined, dried (M... Reactants: [BH4-].[Na+] (sodium borohydride), OC(C(OC1=CC=C(C#N)C=C1)(C)C)=CC1=NC=NC=C1 (4-[2-hydroxy-1,1-dimethyl-3-(4-pyrimidinyl)-2-propenyloxy]benzonitrile). Solvent: C(C)O (ethanol). Run at temperature 20 celsius, time 16 hour. The product is OC(C(OC1=CC=C(C#N)C=C1)(C)C)CC1=NC=NC=C1 (4-[2-hydroxy-1,1-dimethyl-3-(4-pyrimidinyl)propoxy]benzonitrile). The yield is 73959.8%. Reaction SMILES: [BH4-].[Na+].[OH:3][C:4](=[CH:17][C:18]1[CH:23]=[CH:22][N:21]=[CH:20][N:19]=1)[C:5]([CH3:16])([CH3:15])[O:6][C:7]1[CH:14]=[CH:13][C:10]([C:11]#[N:12])=[CH:9][CH:8]=1>C(O)C>[OH:3][CH:4]([CH2:17][C:18]1[CH:23]=[CH:22][N:21]=[CH:20][N:19]=1)[C:5]([CH3:15])([CH3:16])[O:6][C:7]1[CH:8]=[CH:9][C:10]([C:11]#[N:12])=[CH:13][CH:14]=1 |f:0.1|. Procedure: 0.013 mg of sodium borohydride was added to a solution of 0.098 mg of 4-[2-hydroxy-1,1-dimethyl-3-(4-pyrimidinyl)-2-propenyloxy]benzonitrile in 3 ml of ethanol and the solution was stirred at 20° C. for 16 hours. The solvent was removed by evaporation and the residue was partitioned between ethyl acetate and water. The organic phase was evaporated and the residue was chromatographed on silica gel using ethyl acetate for the elution. There was obtained 0.073 g of 4-[2-hydroxy-1,1-dimethyl-3-(4-py... Starting materials: [Al+3], C1CCOC1, [H-], [H-], [H-], [H-], [Li+], O=C1CNCC2(CCCCC2)N1c1ccc2[nH]ncc2c1. Product: c1cc2[nH]ncc2cc1N1CCNCC12CCCCC2. As a reaction SMILES: [Al+3:23].[CH2:28]1[O:29][CH2:30][CH2:31][CH2:32]1.[H-:22].[H-:25].[H-:26].[H-:27].[Li+:24].[nH:1]1[n:2][cH:3][c:4]2[cH:5][c:6]([N:10]3[C:11](=[O:21])[CH2:12][NH:13][CH2:14][C:15]34[CH2:16][CH2:17][CH2:18][CH2:19][CH2:20]4)[cH:7][cH:8][c:9]12>>[nH:1]1[n:2][cH:3][c:4]2[cH:5][c:6]([N:10]3[CH2:11][CH2:12][NH:13][CH2:14][C:15]34[CH2:16][CH2:17][CH2:18][CH2:19][CH2:20]4)[cH:7][cH:8][c:9]12.